From a dataset of the Open Reaction Database (ORD), a public repository of structured organic reaction records. describe an organic reaction: reactants, conditions, products, and yield The reactants are N1CC(C(=O)OCC)CCC1 (ethyl nipecotate), C(#N)C1=C(C=O)C=CC=C1 (2-cyanobenzaldehyde), NC1=NNC=C1 (3-aminopyrazole). Product: C(#N)C=1C(C=2C(NC1C1CCNCC1)=NNC2)C2=C(C=CC=C2)C#N (5-Cyano-4-(2-cyanophenyl)-4,7-dihydro-6-(piperidin-4-yl)-2H-pyrazolo[3,4-b]pyridine). RXN SMILES: [NH:1]1[CH2:11][CH2:10][CH2:9][CH:3](C(OCC)=O)[CH2:2]1.[C:12]([C:14]1[CH:21]=[CH:20][CH:19]=[CH:18][C:15]=1[CH:16]=O)#[N:13].[NH2:22][C:23]1[CH:27]=[CH:26][NH:25][N:24]=1>>[C:2]([C:3]1[CH:16]([C:15]2[CH:18]=[CH:19][CH:20]=[CH:21][C:14]=2[C:12]#[N:13])[C:27]2[C:23](=[N:24][NH:25][CH:26]=2)[NH:22][C:9]=1[CH:9]1[CH2:3][CH2:2][NH:1][CH2:11][CH2:10]1)#[N:1]. Procedure: The title compound was prepared from ethyl nipecotate, 2-cyanobenzaldehyde and 3-aminopyrazole in the same manner as in Examples 1001 and 1002. Reactants: ClC1=C(C(=O)OCC)C=C(C(=C1)Cl)F (ethyl 2,4-dichloro-5-fluorobenzoate), C(CC)(=O)O (Propionic acid). Reagents/catalysts: [Cu] (copper). Solvent: C1(=CC=CC=C1)C (Toluene). Reaction conditions: temperature 135 celsius. Yields the product ClC1=C(C=C(C(=O)OCC)C=C1)F (ethyl 4-chloro-3-fluorobenzoate). Yield: 68.5%. As a reaction SMILES: Cl[C:2]1[CH:12]=[C:11]([Cl:13])[C:10]([F:14])=[CH:9][C:3]=1[C:4]([O:6][CH2:7][CH3:8])=[O:5].C(O)(=O)CC>[Cu].C1(C)C=CC=CC=1>[Cl:13][C:11]1[CH:12]=[CH:2][C:3]([C:4]([O:6][CH2:7][CH3:8])=[O:5])=[CH:9][C:10]=1[F:14]. Reported procedure: A 50-mL round-bottom flask was equipped with a magnetic stir bar, reflux condenser, thermometer, nitrogen inlet, and heating mantle attached to a temperature controller. The flask was charged with ethyl 2,4-dichloro-5-fluorobenzoate (5.09 g, 21.4 mmol) and copper powder (2.72 g, 42.8 mmol). Propionic acid (10 mL) was added, and the resulting mixture was heated to 135° C. The reaction was monitored by GC analysis and was judged to be complete when the starting material was no longer detectable (5... Starting materials: ClC1=CC2=C(C(=N1)C)C(=NN2C(C2=CC=CC=C2)(C2=CC=CC=C2)C2=CC=CC=C2)I (6-Chloro-3-iodo-4-methyl-1-trityl-1H-pyrazolo[4,3-c]pyridine), ClC1=CC2=C(C(=N1)C)C(=NN2C(C2=CC=CC=C2)(C2=CC=CC=C2)C2=CC=CC=C2)I (6-Chloro-3-iodo-4-methyl-1-trityl-1H-pyrazolo[4,3-c]pyridine), N1CCOCC1 (morpholine), CC(C)([O-])C.[Na+] (sodium tert-butoxide), chloro(2-dicyclohexylphosphino-2′,6′-di-i-propoxy-1,1′-biphenyl)[2-(2-aminoethylphenyl)]palladium(II), COC(C)(C)C (methyl-t-butylether). Solvent: O1CCOCC1 (dioxane). Conditions: temperature 60 celsius. The product is ClC1=CC2=C(C(=N1)C)C(=NN2C(C2=CC=CC=C2)(C2=CC=CC=C2)C2=CC=CC=C2)N2CCOCC2 (4-(6-chloro-4-methyl-1-trityl-1H-pyrazolo[4,3-c]pyridin-3-yl)morpholine). RXN SMILES: [Cl:1][C:2]1[N:7]=[C:6]([CH3:8])[C:5]2[C:9](I)=[N:10][N:11]([C:12]([C:25]3[CH:30]=[CH:29][CH:28]=[CH:27][CH:26]=3)([C:19]3[CH:24]=[CH:23][CH:22]=[CH:21][CH:20]=3)[C:13]3[CH:18]=[CH:17][CH:16]=[CH:15][CH:14]=3)[C:4]=2[CH:3]=1.[NH:32]1[CH2:37][CH2:36][O:35][CH2:34][CH2:33]1.CC(C)([O-])C.[Na+].COC(C)(C)C>O1CCOCC1>[Cl:1][C:2]1[N:7]=[C:6]([CH3:8])[C:5]2[C:9]([N:32]3[CH2:37][CH2:36][O:35][CH2:34][CH2:33]3)=[N:10][N:11]([C:12]([C:25]3[CH:30]=[CH:29][CH:28]=[CH:27][CH:26]=3)([C:19]3[CH:24]=[CH:23][CH:22]=[CH:21][CH:20]=3)[C:13]3[CH:18]=[CH:17][CH:16]=[CH:15][CH:14]=3)[C:4]=2[CH:3]=1 |f:2.3|. Procedure: 6-Chloro-3-iodo-4-methyl-1-trityl-1H-pyrazolo[4,3-c]pyridine (Intermediate 1C; 2 g, 3.73 mmol), morpholine (0.488 mL, 5.60 mmol), sodium tert-butoxide (0.538 g, 5.60 mmol), and chloro(2-dicyclohexylphosphino-2′,6′-di-i-propoxy-1,1′-biphenyl)[2-(2-aminoethylphenyl)]palladium(II), methyl-t-butylether adduct (0.152 g, 0.187 mmol) was dissolved in dioxane (10 mL) and degassed under argon for five minutes. The reaction mixture was heated to 60° C. for 30 min under microwave irradation. The reaction m...